Dataset: the Open Reaction Database (ORD), a public repository of structured organic reaction records. Task: describe an organic reaction: reactants, conditions, products, and yield The reactants are CC1(CCC2=CC(=CC=C12)O)C (1,1-dimethylindan-5-ol), [H-].[Na+] (sodium hydride), BrCC(=O)OCC (ethyl bromoacetate). Run in O1CCCC1 (tetrahydrofuran), O1CCCC1 (tetrahydrofuran). Reaction conditions: time 15 minute. The product is CC1(CCC2=CC(=CC=C12)OCC(=O)OCC)C (Ethyl [(1,1-dimethyl-2,3-dihydro-1H-inden-5-yl)oxy]acetate). Yield: 67.0%. RXN SMILES: [H-].[Na+].[CH3:3][C:4]1([CH3:14])[C:12]2[C:7](=[CH:8][C:9]([OH:13])=[CH:10][CH:11]=2)[CH2:6][CH2:5]1.Br[CH2:16][C:17]([O:19][CH2:20][CH3:21])=[O:18]>O1CCCC1>[CH3:3][C:4]1([CH3:14])[C:12]2[C:7](=[CH:8][C:9]([O:13][CH2:16][C:17]([O:19][CH2:20][CH3:21])=[O:18])=[CH:10][CH:11]=2)[CH2:6][CH2:5]1 |f:0.1|. Procedure: To a stirred suspension of 60% sodium hydride (240 mg, 5.87 mmol) in anhydrous tetrahydrofuran (5 ml) was added a solution of crude 1,1-dimethylindan-5-ol (878 mg) in anhydrous tetrahydrofuran (10 ml) dropwise at 0° C. After 15 minutes at 0° C., to this was added ethyl bromoacetate (1.16 g, 6.94 mmol) via a syringe at 0° C. After 2 hours at ambient temperature, the mixtute was quenched with water (15 ml) and extracted with ethyl acetate. The combined solution was washed with brine, dried over so... Reactants: O([Si](C1=CC=CC=C1)(C1=CC=CC=C1)C(C)(C)C)CC(CCCC(=CCBr)C)C (8-t-butyldiphenylsiloxy-1-bromo-3,7-dimethyl-oct-2-ene), C(C1=CC=CC=C1)OCC(CCCC(C=C)(O)C)C (8-benzyloxy-3,7-dimethyl-1-octen-3-ol). Product: C(C1=CC=CC=C1)OCC(CCCC(=CCBr)C)C (8-benzyloxy-1-bromo-3,7-dimethyl-oct-2-ene). Isolated yield 90.0%. Reaction SMILES: O(CC(C)CCCC(C)=CC[Br:27])[Si](C(C)(C)C)(C1C=CC=CC=1)C1C=CC=CC=1.[CH2:30]([O:37][CH2:38][CH:39]([CH3:48])[CH2:40][CH2:41][CH2:42][C:43]([CH3:47])(O)[CH:44]=[CH2:45])[C:31]1[CH:36]=[CH:35][CH:34]=[CH:33][CH:32]=1>>[CH2:30]([O:37][CH2:38][CH:39]([CH3:48])[CH2:40][CH2:41][CH2:42][C:43]([CH3:47])=[CH:44][CH2:45][Br:27])[C:31]1[CH:36]=[CH:35][CH:34]=[CH:33][CH:32]=1. Procedure: Following the procedure for the synthesis of 8-t-butyldiphenylsiloxy-1-bromo-3,7-dimethyl-oct-2-ene, treatment of 8-benzyloxy-3,7-dimethyl-1-octen-3-ol (0.605 g) gives 8-benzyloxy-1-bromo-3,7-dimethyl-oct-2-ene (0.675 mg, 90% yield, 7:3 E:Z). Starting materials: [O-]S(=O)(=S)[O-].[Na+].[Na+] (Na2S2O3), II (Iodine), C[Si](C=CC=1C(CCC(C1)(C)C)=O)(C)C (2-(2-(trimethylsilyl)ethenyl)-4,4-dimethyl-2-cyclohexen-1-one), C[Si](/C=C/C=1C(CCC(C1)(C)C)=O)(C)C ((E)-2-(2-(Trimethylsilyl)ethenyl)-4,4-dimethyl-2-cyclohexen-1-one). The solvent is C1CCOC1 (THF), ClCCl (dichloromethane). Reaction conditions: time 6 hour. Yields the product I/C=C/C=1C(CCC(C1)(C)C)=O ((E) -2-(2-iodoethenyl) -4,4-dimethyl-2-cyclohexen-1 -one). RXN SMILES: [I:1]I.C[Si](C)(C)[CH:5]=[CH:6][C:7]1[C:8](=[O:15])[CH2:9][CH2:10][C:11]([CH3:14])([CH3:13])[CH:12]=1.C[Si](C)(C)/C=C/C1C(=O)CCC(C)(C)C=1.[O-]S([O-])(=S)=O.[Na+].[Na+]>C1COCC1.ClCCl>[I:1]/[CH:5]=[CH:6]/[C:7]1[C:8](=[O:15])[CH2:9][CH2:10][C:11]([CH3:14])([CH3:13])[CH:12]=1 |f:3.4.5|. Procedure: Iodine (657 mg, 2.59 mmol) was dissolved in 5 mL of THF and the solution was added to a solution of 2-(2-(trimethylsilyl)ethenyl)-4,4-dimethyl-2-cyclohexen-1-one (Compound 18, 575 mg, 2.59 mmol) and dichloromethane (15 mL) at room temperature. The solution was stirred for 6 hours, and then treated with 10% aqueous Na2S2O3 to remove the excess iodine. The layers were separated and the aqueous layer was extracted 3× with ethyl acetate. The combined organic extracts were washed with brine, dried (M... Yields the product CNCC(=O)O[C@@H](CN1N(C(C(=C1C)C(NC1=NC=C(C=C1)OC1=CC=NC2=CC(=CC=C12)OC)=O)=O)C1=CC=CC=C1)C ((R)-1-(4-(5-(7-methoxyquinolin-4-yloxy)pyridin-2-ylcarbamoyl)-5-methyl-3-oxo-2-phenyl-2,3-dihydropyrazol-1-yl)propan-2-yl 2-(methylamino)acetate). Run at time 20 minute. Reagents/catalysts: [Pd] (Pd/C). Solvent: CO (MeOH). As a reaction SMILES: C(O[C:9]([N:11]([CH2:13][C:14]([O:16][C@H:17]([CH3:54])[CH2:18][N:19]1[C:23]([CH3:24])=[C:22]([C:25](=[O:46])[NH:26][C:27]2[CH:32]=[CH:31][C:30]([O:33][C:34]3[C:43]4[C:38](=[CH:39][C:40]([O:44][CH3:45])=[CH:41][CH:42]=4)[N:37]=[CH:36][CH:35]=3)=[CH:29][N:28]=2)[C:21](=[O:47])[N:20]1[C:48]1[CH:53]=[CH:52][CH:51]=[CH:50][CH:49]=1)=[O:15])C)=O)C1C=CC=CC=1>CO.[Pd]>[CH3:9][NH:11][CH2:13][C:14]([O:16][C@H:17]([CH3:54])[CH2:18][N:19]1[C:23]([CH3:24])=[C:22]([C:25](=[O:46])[NH:26][C:27]2[CH:32]=[CH:31][C:30]([O:33][C:34]3[C:43]4[C:38](=[CH:39][C:40]([O:44][CH3:45])=[CH:41][CH:42]=4)[N:37]=[CH:36][CH:35]=3)=[CH:29][N:28]=2)[C:21](=[O:47])[N:20]1[C:48]1[CH:49]=[CH:50][CH:51]=[CH:52][CH:53]=1)=[O:15]. Starting materials: C(C1=CC=CC=C1)OC(=O)N(C)CC(=O)O[C@@H](CN1N(C(C(=C1C)C(NC1=NC=C(C=C1)OC1=CC=NC2=CC(=CC=C12)OC)=O)=O)C1=CC=CC=C1)C ((R)-1-(4-(5-(7-methoxyquinolin-4-yloxy)pyridin-2-ylcarbamoyl)-2,3-dihydro-5-methyl-3-oxo-2-phenylpyrazol-1-yl)propan-2-yl 2-(N-benzyloxycarbonyl-N-methylamino)acetate). Procedure details: To a solution of (R)-1-(4-(5-(7-methoxyquinolin-4-yloxy)pyridin-2-ylcarbamoyl)-2,3-dihydro-5-methyl-3-oxo-2-phenylpyrazol-1-yl)propan-2-yl 2-(N-benzyloxycarbonyl-N-methylamino)acetate (1.0 g, 1.4 mmol) in MeOH (100 mL) was added catalytic amount wet Pd/C (10%, ˜55% w/w water content, 10 mg) under N2 atmosphere. The suspension was degassed under vacuum and then purged with H2. The reaction mixture was stirred at rt for 20 minutes under H2 balloon. The mixture was filtered and the residue was wash...